This data is from the Open Reaction Database (ORD), a public repository of structured organic reaction records. The task is: describe an organic reaction: reactants, conditions, products, and yield The yield is 91.0%. The reactants are C(C1=CC=CC=C1)OC1=CC=C(C=C1)OCCOCCC1=CC=CC=C1 (1-benzyloxy-4-(2-phenethyloxyethoxy)benzene), C(C)(=O)OCC (ethyl acetate). Run in C(C)O (ethanol). The product is C(CC1=CC=CC=C1)OCCOC1=CC=C(C=C1)O (4-(2-phenethyloxyethoxy)phenol). Reagents/catalysts: [Pd] (palladium/carbon). As a reaction SMILES: C([O:8][C:9]1[CH:14]=[CH:13][C:12]([O:15][CH2:16][CH2:17][O:18][CH2:19][CH2:20][C:21]2[CH:26]=[CH:25][CH:24]=[CH:23][CH:22]=2)=[CH:11][CH:10]=1)C1C=CC=CC=1.C(OCC)(=O)C>C(O)C.[Pd]>[CH2:19]([O:18][CH2:17][CH2:16][O:15][C:12]1[CH:13]=[CH:14][C:9]([OH:8])=[CH:10][CH:11]=1)[CH2:20][C:21]1[CH:22]=[CH:23][CH:24]=[CH:25][CH:26]=1. Procedure details: The 1-benzyloxy-4-(2-phenethyloxyethoxy)benzene obtained according to the preceding paragraph was dissolved in 200 ml of ethanol and 200 ml of ethyl acetate and hydrogenated overnight at atmospheric pressure and room temperature in the presence of 0.4 g of 10% palladium/carbon. The catalyst was removed by filtration and the filtrate was evaporated to give 10.8 g (91%) of 4-(2-phenethyloxyethoxy)phenol in the form of an oil which was homogeneous according to chromatography. The reactants are ClC1=C(C#N)C(=CC=C1Cl)C(F)(F)F (2,3-dichloro-6-trifluoromethylbenzonitrile), [F-].[K+] (potassium fluoride), C1COCCOCCOCCOCCOCCO1 (18-crown-6-ether), ice water. Solvent: CN(C=O)C (N,N-dimethylformamide). Run at temperature 100 celsius, time 6 hour. Yields the product ClC=1C(=C(C#N)C(=CC1)C(F)(F)F)F (3-chloro-2-fluoro-6-trifluoromethylbenzonitrile). The yield is 72.7%. Reaction SMILES: Cl[C:2]1[C:9]([Cl:10])=[CH:8][CH:7]=[C:6]([C:11]([F:14])([F:13])[F:12])[C:3]=1[C:4]#[N:5].[F-:15].[K+].C1OCCOCCOCCOCCOCCOC1>CN(C)C=O>[Cl:10][C:9]1[C:2]([F:15])=[C:3]([C:6]([C:11]([F:14])([F:13])[F:12])=[CH:7][CH:8]=1)[C:4]#[N:5] |f:1.2|. Reported procedure: To a solution of 0.96 g of 2,3-dichloro-6-trifluoromethylbenzonitrile in 7 ml of N,N-dimethylformamide was added 0.46 g of spray-dried potassium fluoride and 0.1 g of 18-crown-6-ether and the mixture was stirred for 6 hours at 100° C. under a nitrogen atmosphere. After cooling, the reaction mixture was poured into ice water and extracted with ethyl acetate. The organic layer was washed with saturated saline solution and dried over anhydrous magnesium sulfate. After distilling the solvent under r... Reactants: ClC1=NC(=NC(=C1)C1=CC=CC=C1)N (4-chloro-6-phenyl-2-pyrimidinamine), ClN1C(CCC1=O)=O (N-chlorosuccinimide). Run in C(C)(=O)O (acetic acid). The product is ClC1=NC(=NC(=C1Cl)C1=CC=CC=C1)N (4,5-dichloro-6-phenyl-2-pyrimidinamine). The yield is 51.4%. RXN SMILES: [Cl:1][C:2]1[CH:7]=[C:6]([C:8]2[CH:13]=[CH:12][CH:11]=[CH:10][CH:9]=2)[N:5]=[C:4]([NH2:14])[N:3]=1.[Cl:15]N1C(=O)CCC1=O>C(O)(=O)C>[Cl:1][C:2]1[C:7]([Cl:15])=[C:6]([C:8]2[CH:13]=[CH:12][CH:11]=[CH:10][CH:9]=2)[N:5]=[C:4]([NH2:14])[N:3]=1. Run at temperature -20 celsius, time 18 hour. Procedure: To 1.5 g (7.3 mM) of 4-chloro-6-phenyl-2-pyrimidinamine is added 40 ml of glacial acetic acid and 1.05 g of N-chlorosuccinimide. The reaction is stirred at ambient temperature (-20° C.) for 18 hours. The reaction mixture is evaporated to dryness, dissolved in acetone and 10.0 g of silica gel added and the mixture evaporated to a powder under vacuum. The powder is chromatographed on 50 g silica gel and eluted with 35% ethyl acetate/hexane. A fraction containing material with a TLC r.f. of 0.7 35%... Starting materials: C1(=C(C=CC=C1)N1C(C(=C(C=C1)CCCCCC=1N=NNC1)OC)=S)C (1-(2-Tolyl)triazolylpentyl-3-methoxypyridine-2-thione), B(Br)(Br)Br (BBr3), 148a. The solvent is C(Cl)Cl (CH2Cl2). Yields the product C1(=C(C=CC=C1)N1C(C(=C(C=C1)CCCCCC=1N=NNC1)O)=S)C (1-(2-Tolyl)triazolylpentyl-3-hydroxypyridine-2-thione). The yield is 66.5%. RXN SMILES: [C:1]1([CH3:26])[CH:6]=[CH:5][CH:4]=[CH:3][C:2]=1[N:7]1[CH:12]=[CH:11][C:10]([CH2:13][CH2:14][CH2:15][CH2:16][CH2:17][C:18]2[N:19]=[N:20][NH:21][CH:22]=2)=[C:9]([O:23]C)[C:8]1=[S:25].B(Br)(Br)Br>C(Cl)Cl>[C:1]1([CH3:26])[CH:6]=[CH:5][CH:4]=[CH:3][C:2]=1[N:7]1[CH:12]=[CH:11][C:10]([CH2:13][CH2:14][CH2:15][CH2:16][CH2:17][C:18]2[N:19]=[N:20][NH:21][CH:22]=2)=[C:9]([OH:23])[C:8]1=[S:25]. Procedure: Reaction of 165c (0.072 g, 0.195 mmol) and 1M BBr3 (0.30 mL) in CH2Cl2 (8 mL) within 48 h as described for the synthesis of 148a gave compound 167c (0.046 g, 67%) as olive green solid. 1H NMR (400 MHz, CD3OD) δ 7.94 (s, 1H), 7.61 (m, 1H), 7.47 (s, 1H), 7.21 (m, 1H), 6.97 (m, 1H), 6.76 (m, 1H), 4.52 (m, 1H), 4.45 (t, J=6.8 Hz, 1H), 2.38 (s, 1H), 2.01 (m, 2H), 1.43 (m, 1H). 13C NMR (100 MHz, CD3OD) δ 146.74, 135.53, 130.65, 129.46, 128.69, 128.21, 125.88, 122.79, 53.41, 49.83, 29.42, 27.32, 22.98,... Procedure details: In a flask are placed 225 parts of 2-isobutyl-5-isopropylbenzyl chloride, 300 parts of carbon tetrachloride and 2.5 parts of iron powder. Bromine (160 parts) in 100 parts of carbon tetrachloride is added dropwise during 7 hr. The solution is washed twice with hydrochloric acid then with sodium bicarbonate solution, dilute sodium bisulfite solution, and water. The solution is dried, the carbon tetrachloride removed, and the 4-bromo-2-isobutyl-5-isopropylbenzyl chloride distilled under reduced pre... Reagents/catalysts: [Fe] (iron). The reactants are C(C(C)C)C1=C(CCl)C=C(C=C1)C(C)C (2-isobutyl-5-isopropylbenzyl chloride), BrBr (Bromine). The solvent is C(Cl)(Cl)(Cl)Cl (carbon tetrachloride), C(Cl)(Cl)(Cl)Cl (carbon tetrachloride). The product is BrC1=CC(=C(CCl)C=C1C(C)C)CC(C)C (4-Bromo-2-isobutyl-5-isopropylbenzyl Chloride). RXN SMILES: [CH2:1]([C:5]1[CH:12]=[CH:11][C:10]([CH:13]([CH3:15])[CH3:14])=[CH:9][C:6]=1[CH2:7][Cl:8])[CH:2]([CH3:4])[CH3:3].[Br:16]Br>[Fe].C(Cl)(Cl)(Cl)Cl>[Br:16][C:11]1[C:10]([CH:13]([CH3:15])[CH3:14])=[CH:9][C:6]([CH2:7][Cl:8])=[C:5]([CH2:1][CH:2]([CH3:4])[CH3:3])[CH:12]=1. Starting materials: [Si](C)(C)(C(C)(C)C)Cl (t-butyldimethylsilyl chloride), N1C=NC=C1 (imidazole), [N+](=O)([O-])C1=CC=C(CCO)C=C1 (4-nitrophenethylalcohol). Solvent: O1CCCC1 (tetrahydrofuran). Conditions: time 1 day. Product: C(C)(C)(C)[Si](OCCC1=CC=C(C=C1)[N+](=O)[O-])(C)C (t-Butyldimethyl(4-nitrophenethoxy)silane). Isolated yield 98.0%. Reaction SMILES: [N+:1]([C:4]1[CH:12]=[CH:11][C:7]([CH2:8][CH2:9][OH:10])=[CH:6][CH:5]=1)([O-:3])=[O:2].[Si:13](Cl)([C:16]([CH3:19])([CH3:18])[CH3:17])([CH3:15])[CH3:14].N1C=CN=C1>O1CCCC1>[C:16]([Si:13]([CH3:15])([CH3:14])[O:10][CH2:9][CH2:8][C:7]1[CH:6]=[CH:5][C:4]([N+:1]([O-:3])=[O:2])=[CH:12][CH:11]=1)([CH3:19])([CH3:18])[CH3:17]. Procedure: 4-nitrophenethylalcohol (1.0 g, 5.98 mmol) was dissolved in tetrahydrofuran (20 ml), sequentially added with t-butyldimethylsilyl chloride (990 mg, 6.58 mmol) and imidazole (450 mg, 6.58 mmol). The resulting mixture was stirred for one day and extracted with ethyl acetate. The organic layer was washed with brine, dried over anhydrous sodium sulfate, and concentrated to dryness. The residue was then purified by flash column chromatography (ethylacetate:hexane=1:8) to obtain the title compound (1.... Reactants: O (water), C(C)(C)(C)OC(=O)N[C@H]1COCC[C@H]1NC1=C(C2=C(C(=N1)Cl)C(N(C2)C(=O)OC(C)(C)C)=O)F (tert-butyl 6-((3R,4R)-3-(tert-butoxycarbonylamino)tetrahydro-2H-pyran-4-ylamino)-4-chloro-7-fluoro-3-oxo-1H-pyrrolo[3,4-c]pyridine-2(3H)-carboxylate), FC(C1=NSC(=C1)[Sn](CCCC)(CCCC)CCCC)F (3-(difluoromethyl)-5-(tributylstannyl)isothiazole), tetrakis (triphenylphosphine)palladium(0). The solvent is C1(=CC=CC=C1)C (toluene). Product: C(C)(C)(C)OC(=O)N[C@H]1COCC[C@H]1NC1=C(C2=C(C(=N1)C1=CC(=NS1)C(F)F)C(N(C2)C(=O)OC(C)(C)C)=O)F (tert-Butyl 6-((3R,4R)-3-(tert-butoxycarbonylamino)tetrahydro-2H-pyran-4-ylamino)-4-(3-(difluoromethyl)isothiazol-5-yl)-7-fluoro-3-oxo-1H-pyrrolo[3,4-c]pyridine-2(3H)-carboxylate). Reaction SMILES: [C:1]([O:5][C:6]([NH:8][C@@H:9]1[C@H:14]([NH:15][C:16]2[N:21]=[C:20](Cl)[C:19]3[C:23](=[O:33])[N:24]([C:26]([O:28][C:29]([CH3:32])([CH3:31])[CH3:30])=[O:27])[CH2:25][C:18]=3[C:17]=2[F:34])[CH2:13][CH2:12][O:11][CH2:10]1)=[O:7])([CH3:4])([CH3:3])[CH3:2].[F:35][CH:36]([F:55])[C:37]1[CH:41]=[C:40]([Sn](CCCC)(CCCC)CCCC)[S:39][N:38]=1.O>C1(C)C=CC=CC=1>[C:1]([O:5][C:6]([NH:8][C@@H:9]1[C@H:14]([NH:15][C:16]2[N:21]=[C:20]([C:40]3[S:39][N:38]=[C:37]([CH:36]([F:55])[F:35])[CH:41]=3)[C:19]3[C:23](=[O:33])[N:24]([C:26]([O:28][C:29]([CH3:32])([CH3:31])[CH3:30])=[O:27])[CH2:25][C:18]=3[C:17]=2[F:34])[CH2:13][CH2:12][O:11][CH2:10]1)=[O:7])([CH3:4])([CH3:3])[CH3:2]. Procedure: A solution of tert-butyl 6-((3R,4R)-3-(tert-butoxycarbonylamino)tetrahydro-2H-pyran-4-ylamino)-4-chloro-7-fluoro-3-oxo-1H-pyrrolo[3,4-c]pyridine-2(3H)-carboxylate (50 mg, 0.100 mmol), 3-(difluoromethyl)-5-(tributylstannyl)isothiazole (296 mg, 0.699 mmol) and tetrakis (triphenylphosphine)palladium(0) (57.7 mg, 0.050 mmol) in toluene (2.0 mL) was heated to 120° C. for 45 minutes via microwave irradiation. The reaction mixture was poured into water and was extracted with EtOAc. The extracts were dr...